describe an organic reaction: reactants, conditions, products, and yield From a dataset of the Open Reaction Database (ORD), a public repository of structured organic reaction records. The reactants are CC(C)(C)OC(=O)N1CC(O)CC1C(=O)OCc1ccccc1, ClCCl, FS(F)(F)N1CCOCC1, O. Product: CC(C)(C)OC(=O)N1CC(F)CC1C(=O)OCc1ccccc1. As a reaction SMILES: [CH2:11]([c:12]1[cH:13][cH:14][cH:15][cH:16][cH:17]1)[O:18][C:19]([CH:20]1[N:21]([C:26](=[O:27])[O:28][C:29]([CH3:30])([CH3:31])[CH3:32])[CH2:22][CH:23]([OH:25])[CH2:24]1)=[O:33].[Cl:34][CH2:35][Cl:36].[O:1]1[CH2:2][CH2:3][N:4]([S:5]([F:6])([F:7])[F:8])[CH2:9][CH2:10]1.[OH2:37]>>[F:8][CH:23]1[CH2:22][N:21]([C:26](=[O:27])[O:28][C:29]([CH3:30])([CH3:31])[CH3:32])[CH:20]([C:19]([O:18][CH2:11][c:12]2[cH:13][cH:14][cH:15][cH:16][cH:17]2)=[O:33])[CH2:24]1.